Dataset: the Open Reaction Database (ORD), a public repository of structured organic reaction records. Task: describe an organic reaction: reactants, conditions, products, and yield Reaction conditions: temperature 120 celsius. Procedure details: Phenylmethyl 6-(methyloxy)-4-[(2R)-2-oxiranylmethyl]-3-oxo-3,4-dihydropyrido[2,3-b]pyrazine-1(2H)-carboxylate (crude, 15.93 g, estimated 32.8 mmol) was dissolved in DMF (250 ml) at room temperature and heated at 130° C. for 2 nights and at 120° C. for one night. The reaction was complete so DMF was evaporated and the residue treated with water/brine (350/50 ml) and DCM (500 ml). The layers were separated and the aqueous layer was extracted once more with DCM (500 ml). The combined organic extrac... Starting materials: COC=1C=CC2=C(N(C(CN2C(=O)OCC2=CC=CC=C2)=O)C[C@H]2OC2)N1 (Phenylmethyl 6-(methyloxy)-4-[(2R)-2-oxiranylmethyl]-3-oxo-3,4-dihydropyrido[2,3-b]pyrazine-1(2H)-carboxylate). Yields the product OC[C@@H]1CN2C(CN(C=3C=CC(N1C23)=O)C(=O)OCC2=CC=CC=C2)=O (Phenylmethyl (1S)-1-(hydroxymethyl)-3,8-dioxo-1,2,3,4-tetrahydro-5H 8H-2a,5,8a-triazaacenaphthylene-5-carboxylate). As a reaction SMILES: C[O:2][C:3]1[CH:4]=[CH:5][C:6]2[N:11]([C:12]([O:14][CH2:15][C:16]3[CH:21]=[CH:20][CH:19]=[CH:18][CH:17]=3)=[O:13])[CH2:10][C:9](=[O:22])[N:8]([CH2:23][C@@H:24]3[CH2:26][O:25]3)[C:7]=2[N:27]=1>CN(C=O)C>[OH:25][CH2:26][C@H:24]1[N:27]2[C:7]3[N:8]([C:9](=[O:22])[CH2:10][N:11]([C:12]([O:14][CH2:15][C:16]4[CH:17]=[CH:18][CH:19]=[CH:20][CH:21]=4)=[O:13])[C:6]=3[CH:5]=[CH:4][C:3]2=[O:2])[CH2:23]1. Isolated yield 30.9%. Solvent: CN(C)C=O (DMF), CN(C)C=O (DMF). Starting materials: Cl (HCl), FC(CN(C=1N=CSC1C(=O)OC)S(=O)(=O)CC1=C(C=CC=C1)I)F (methyl 4-{(2,2-difluoroethyl)[(2-iodobenzyl)sulfonyl]amino}-1,3-thiazole-5-carboxylate), O (water), [H-].[Na+] (sodium hydride). Run in CN(C=O)C (dimethylformamide). Reaction conditions: temperature 0 celsius, time 12 hour. The product is FC(CN1S(C(=C(C2=C1N=CS2)O)C2=C(C=CC=C2)I)(=O)=O)F (1-(2,2-difluoroethyl)-3-(2-iodophenyl)-1H-[1,3]thiazolo[4,5-c][1,2]thiazin-4-ol 2,2-dioxide). Reaction SMILES: [F:1][CH:2]([F:25])[CH2:3][N:4]([S:14]([CH2:17][C:18]1[CH:23]=[CH:22][CH:21]=[CH:20][C:19]=1[I:24])(=[O:16])=[O:15])[C:5]1[N:6]=[CH:7][S:8][C:9]=1[C:10]([O:12]C)=O.[H-].[Na+].O.Cl>CN(C)C=O>[F:1][CH:2]([F:25])[CH2:3][N:4]1[C:5]2[N:6]=[CH:7][S:8][C:9]=2[C:10]([OH:12])=[C:17]([C:18]2[CH:23]=[CH:22][CH:21]=[CH:20][C:19]=2[I:24])[S:14]1(=[O:15])=[O:16] |f:1.2|. Reported procedure: 2.0 g (4 mmol) of methyl 4-{(2,2-difluoroethyl)[(2-iodobenzyl)sulfonyl]amino}-1,3-thiazole-5-carboxylate were dissolved in 25 ml of dimethylformamide and cooled to 0° C., and 143.3 mg (6 mmol) of sodium hydride were added. After addition, the mixture was warmed to RT and stirred for 12 h. Thereafter, the reaction mixture was poured onto 100 ml of water and brought to pH 4-5 with 2N HCl. The precipitate formed was filtered off and washed with water. This gave 1.7 g of compound I-a-14.